From a dataset of the Open Reaction Database (ORD), a public repository of structured organic reaction records. describe an organic reaction: reactants, conditions, products, and yield Starting materials: C1(CC1)C(CNC(C1=CN=C(C(=C1)C1=CC(=C(C=C1)Cl)Cl)OCC(F)(F)F)=O)=O (N-(2-cyclopropyl-2-oxo-ethyl)-5-(3,4-dichloro-phenyl)-6-(2,2,2-trifluoro-ethoxy)-nicotinamide), NO (hydroxylamine). The solvent is CO (methanol). Run at time 18 hour. Yields the product C1(CC1)\C(\CNC(C1=CN=C(C(=C1)C1=CC(=C(C=C1)Cl)Cl)OCC(F)(F)F)=O)=N/O (N-(E)-(2-Cyclopropyl-2-hydroxyimino-ethyl)-5-(3,4-dichloro-phenyl)-6-(2,2,2-trifluoro-ethoxy)-nicotinamide). The yield is 90.0%. As a reaction SMILES: [CH:1]1([C:4](=O)[CH2:5][NH:6][C:7](=[O:28])[C:8]2[CH:13]=[C:12]([C:14]3[CH:19]=[CH:18][C:17]([Cl:20])=[C:16]([Cl:21])[CH:15]=3)[C:11]([O:22][CH2:23][C:24]([F:27])([F:26])[F:25])=[N:10][CH:9]=2)[CH2:3][CH2:2]1.[NH2:30][OH:31]>CO>[CH:1]1(/[C:4](=[N:30]\[OH:31])/[CH2:5][NH:6][C:7](=[O:28])[C:8]2[CH:13]=[C:12]([C:14]3[CH:19]=[CH:18][C:17]([Cl:20])=[C:16]([Cl:21])[CH:15]=3)[C:11]([O:22][CH2:23][C:24]([F:26])([F:25])[F:27])=[N:10][CH:9]=2)[CH2:2][CH2:3]1. Procedure: To a solution of 0.100 g N-(2-cyclopropyl-2-oxo-ethyl)-5-(3,4-dichloro-phenyl)-6-(2,2,2-trifluoro-ethoxy)-nicotinamide in 1.0 ml methanol was added 0.052 g of 50% aqueous hydroxylamine and the mixture was kept at ambient temperature for 18 h. The solvent was evaporated and the residue was purified by chromatography on silica gel with a gradient of heptane:ethyl acetate=9:1 to 1:1 to yield 0.093 g of the title compound as white crystals. MS (EI): 462.0599 (M+H).